This data is from the Open Reaction Database (ORD), a public repository of structured organic reaction records. The task is: describe an organic reaction: reactants, conditions, products, and yield Starting materials: E1, ClC=1C=C2N(C(N1)=O)CCN2C (7-chloro-1-methyl-2,3-dihydroimidazo-[1,2-c]pyrimidin-5(1H)-one), [H-].[Na+] (sodium hydride), OCC=1C=CC(=C(C#N)C1)OC1=CC(=NC=C1)C(F)(F)F (5-(hydroxymethyl)-2-((2-(trifluoromethyl)pyridin-4-yl)oxy)benzonitrile). Run in C1CCOC1 (THF). The product is CN1CCN2C(N=C(C=C21)OCC=2C=CC(=C(C#N)C2)OC2=CC(=NC=C2)C(F)(F)F)=O (5-(((1-methyl-5-oxo-1,2,3,5-tetrahydroimidazo[1,2-c]pyrimidin-7-yl)oxy)methyl)-2-((2-(trifluoromethyl)pyridin-4-yl)oxy)benzonitrile). Reaction SMILES: [H-].[Na+].[OH:3][CH2:4][C:5]1[CH:6]=[CH:7][C:8]([O:13][C:14]2[CH:19]=[CH:18][N:17]=[C:16]([C:20]([F:23])([F:22])[F:21])[CH:15]=2)=[C:9]([CH:12]=1)[C:10]#[N:11].Cl[C:25]1[CH:26]=[C:27]2[N:34]([CH3:35])[CH2:33][CH2:32][N:28]2[C:29](=[O:31])[N:30]=1>C1COCC1>[CH3:35][N:34]1[C:27]2[N:28]([C:29](=[O:31])[N:30]=[C:25]([O:3][CH2:4][C:5]3[CH:6]=[CH:7][C:8]([O:13][C:14]4[CH:19]=[CH:18][N:17]=[C:16]([C:20]([F:23])([F:21])[F:22])[CH:15]=4)=[C:9]([CH:12]=3)[C:10]#[N:11])[CH:26]=2)[CH2:32][CH2:33]1 |f:0.1|. Procedure: Prepared in a manner similar to that described for E1 using sodium hydride (12.28 mg, 0.307 mmol), 5-(hydroxymethyl)-2-((2-(trifluoromethyl)pyridin-4-yl)oxy)benzonitrile (60.2 mg, 0.205 mmol) in THF (8 mL) and 7-chloro-1-methyl-2,3-dihydroimidazo-[1,2-c]pyrimidin-5(1H)-one (38 mg, 0.205 mmol). The reactants are NCCN1CCOCC1 (N-(2-aminoethyl)-morpholine), ClC1=CC=C(C(=O)Cl)C=C1 (p-chlorobenzoyl chloride), ice water. The solvent is C(C)OCC (diethyl ether). Reaction conditions: time 2 hour. Product: Cl.ClC1=CC=C(C(=O)NCCN2CCOCC2)C=C1 (p-chloro-N-(2-morpholinoethyl)-benzamide hydrochloride). RXN SMILES: [NH2:1][CH2:2][CH2:3][N:4]1[CH2:9][CH2:8][O:7][CH2:6][CH2:5]1.[Cl:10][C:11]1[CH:19]=[CH:18][C:14]([C:15](Cl)=[O:16])=[CH:13][CH:12]=1>C(OCC)C>[ClH:10].[Cl:10][C:11]1[CH:19]=[CH:18][C:14]([C:15]([NH:1][CH2:2][CH2:3][N:4]2[CH2:9][CH2:8][O:7][CH2:6][CH2:5]2)=[O:16])=[CH:13][CH:12]=1 |f:3.4|. Reported procedure: 13 G. of N-(2-aminoethyl)-morpholine are added dropwise to a solution of 17.5 g. of p-chlorobenzoyl chloride in 100 ml. of diethyl ether, with stirring and cooling with ice-water. After complete addition, the mixture is stirred for 2 hours at room temperature. The crystalline product is removed by filtration and washed with diethyl ether. 9.1 G. of p-chloro-N-(2-morpholinoethyl)-benzamide hydrochloride, melting point 207° C. to 208° C., are obtained after recrystallization from isopropanol.